This data is from the Open Reaction Database (ORD), a public repository of structured organic reaction records. The task is: describe an organic reaction: reactants, conditions, products, and yield Procedure details: Diisopropylamine (841 μl, 6 mmol) was added to 20 ml of tetrahydrofuran under nitrogen atmosphere and cooled to 0° C. 5.5 ml of 2.5N n-butyllithium (13 mmol) was added and the reaction was stirred for 20 minutes. The reaction was then cooled to -78° C. 2,5-Dichlorotoluene (642 ul, 5 mmol) was added and stirring was continued for 2 hours at -78° C. Trimethyl 4-bromoorthobutyrate (1.14 g, 5 mmol) was added to the reaction mixture in 10 ml tetrahydrofuran. The reaction was stirred for 5 minutes at ... Reaction conditions: temperature 0 celsius, time 20 minute. As a reaction SMILES: C(NC(C)C)(C)C.C([Li])CCC.[Cl:13][C:14]1[CH:19]=[CH:18][C:17]([Cl:20])=[CH:16][C:15]=1[CH3:21].[CH3:22][O:23][C:24](OC)([O:29]C)[CH2:25][CH2:26][CH2:27]Br>O1CCCC1>[Cl:13][C:14]1[CH:19]=[CH:18][C:17]([Cl:20])=[CH:16][C:15]=1[CH2:21][CH2:27][CH2:26][CH2:25][C:24]([O:23][CH3:22])=[O:29]. Yields the product ClC1=C(C=C(C=C1)Cl)CCCCC(=O)OC (Methyl 5-(2,5-dichlorophenyl)pentanoate). Reactants: C(C)(C)NC(C)C (Diisopropylamine), C(CCC)[Li] (n-butyllithium), ClC1=C(C=C(C=C1)Cl)C (2,5-Dichlorotoluene), COC(CCCBr)(OC)OC (Trimethyl 4-bromoorthobutyrate). The solvent is O1CCCC1 (tetrahydrofuran), O1CCCC1 (tetrahydrofuran). Reaction SMILES: [CH3:1][NH:2][C@H:3]([C:5]([OH:7])=[O:6])[CH3:4].[CH2:8](O)[C:9]1[CH:14]=[CH:13][CH:12]=[CH:11][CH:10]=1.O.[C:17]1([CH3:27])[CH:22]=[CH:21][C:20]([S:23]([OH:26])(=[O:25])=[O:24])=[CH:19][CH:18]=1.O>C1(C)C=CC=CC=1.CCOCC>[C:17]1([CH3:27])[CH:18]=[CH:19][C:20]([S:23]([OH:26])(=[O:24])=[O:25])=[CH:21][CH:22]=1.[CH2:8]([O:6][C:5](=[O:7])[C@H:3]([CH3:4])[NH:2][CH3:1])[C:9]1[CH:14]=[CH:13][CH:12]=[CH:11][CH:10]=1 |f:2.3,7.8|. Product: C1(=CC=C(C=C1)S(=O)(=O)O)C.C(C1=CC=CC=C1)OC([C@@H](NC)C)=O ((S)-N-Methylalanine benzyl ester p-toluene sulfonic acid salt). The reactants are O.C1(=CC=C(C=C1)S(=O)(=O)O)C (p-toluenesulfonic acid monohydrate), CN[C@@H](C)C(=O)O ((S)-N-methylalanine), 9.31, C(C1=CC=CC=C1)O (benzyl alcohol), O (water). Reported procedure: A suspension of 1.55 g (15.0 mmol) of (S)-N-methylalanine and 9.31 (90.0 mmol) of benzyl alcohol in 30 mL of toluene was treated with 3.00 g (15.8 mmol) of p-toluenesulfonic acid monohydrate. The mixture was heated for 19 hours under reflux with removal of water via a Dean-Stark trap. After cooling, the reaction solution was poured into 200 mL of ether, precipitating a yellow oil. The solvents were decanted and the residue was taken up into ethyl acetate and concentrated to yield a viscous, ligh... The solvent is C1(=CC=CC=C1)C (toluene), CCOCC (ether). Reactants: C(C)(C)(C)[Si](O[C@@H](COS(=O)(=O)C)C1=CC=CC=C1)(C)C (Methanesulfonic acid (R)-2-(tert-butyl-dimethyl-silanyloxy)-2-phenyl-ethyl ester), FC1=C(CN2C(NC(C(=C2C)N2CCN(CC2)CC=2OC(=CC2)C(F)(F)F)=O)=O)C(=CC=C1)C(F)(F)F (1-(2-fluoro-6-trifluoromethyl-benzyl)-6-methyl-5-[4-(5-trifluoromethyl-furan-2-ylmethyl)-piperazin-1-yl]-1H-pyrimidine-2,4-dione), C([O-])([O-])=O.[K+].[K+] (potassium carbonate). The solvent is CN(C)C=O (DMF). Yields the product C(C)(C)(C)[Si](O[C@@H](CN1C(N(C(=C(C1=O)N1CCN(CC1)CC=1OC(=CC1)C(F)(F)F)C)CC1=C(C=CC=C1C(F)(F)F)F)=O)C1=CC=CC=C1)(C)C (3-[(R)-2-(tert-butyl-dimethyl-silanyloxy)-2-phenyl-ethyl]-1-(2-fluoro-6-trifluoromethyl-benzyl)-6-methyl-5-[4-(5-trifluoromethyl-furan-2-ylmethyl)-piperazin-1-yl]-1H-pyrimidine-2,4-dione). Isolated yield 97.0%. As a reaction SMILES: [C:1]([Si:5]([CH3:21])([CH3:20])[O:6][C@H:7]([C:14]1[CH:19]=[CH:18][CH:17]=[CH:16][CH:15]=1)[CH2:8]OS(C)(=O)=O)([CH3:4])([CH3:3])[CH3:2].[F:22][C:23]1[CH:54]=[CH:53][CH:52]=[C:51]([C:55]([F:58])([F:57])[F:56])[C:24]=1[CH2:25][N:26]1[C:31]([CH3:32])=[C:30]([N:33]2[CH2:38][CH2:37][N:36]([CH2:39][C:40]3[O:41][C:42]([C:45]([F:48])([F:47])[F:46])=[CH:43][CH:44]=3)[CH2:35][CH2:34]2)[C:29](=[O:49])[NH:28][C:27]1=[O:50].C(=O)([O-])[O-].[K+].[K+]>CN(C=O)C>[C:1]([Si:5]([CH3:20])([CH3:21])[O:6][C@H:7]([C:14]1[CH:15]=[CH:16][CH:17]=[CH:18][CH:19]=1)[CH2:8][N:28]1[C:29](=[O:49])[C:30]([N:33]2[CH2:34][CH2:35][N:36]([CH2:39][C:40]3[O:41][C:42]([C:45]([F:46])([F:47])[F:48])=[CH:43][CH:44]=3)[CH2:37][CH2:38]2)=[C:31]([CH3:32])[N:26]([CH2:25][C:24]2[C:51]([C:55]([F:57])([F:58])[F:56])=[CH:52][CH:53]=[CH:54][C:23]=2[F:22])[C:27]1=[O:50])([CH3:2])([CH3:3])[CH3:4] |f:2.3.4|. Procedure: To a solution of 2-(tert-butyl-dimethyl-silanyloxy)-2-phenyl-ethanol (85 mg, 0.337 mmol) in dichloromethane (2 mL) were added triethylamine (61 μl, 0.44 mmol) and methanesulfonyl chloride (27 μl, 0.35 mmol) in the order, followed by stirring at room temperature for 20 min. The solution was washed with an aqueous saturated sodium bicarbonate solution to separate an organic layer. The organic layer was dried over sodium sulfate and filtrated. The filtrate was concentrated and dried for 30 min in a... Starting materials: C1CCOC1, COC(=O)c1ccc(-c2cc(Cl)c(CC3CCN(C4CCC(F)(F)CC4)C3=O)c(Cl)c2)cc1, [Li+], [OH-], O. Yields the product O=C(O)c1ccc(-c2cc(Cl)c(CC3CCN(C4CCC(F)(F)CC4)C3=O)c(Cl)c2)cc1. Reaction SMILES: [CH2:36]1[O:37][CH2:38][CH2:39][CH2:40]1.[CH3:1][O:2][C:3](=[O:4])[c:5]1[cH:6][cH:7][c:8](-[c:11]2[cH:12][c:13]([Cl:33])[c:14]([CH2:18][CH:19]3[C:20](=[O:32])[N:21]([CH:24]4[CH2:25][CH2:26][C:27]([F:30])([F:31])[CH2:28][CH2:29]4)[CH2:22][CH2:23]3)[c:15]([Cl:17])[cH:16]2)[cH:9][cH:10]1.[Li+:35].[OH-:34].[OH2:41]>>[O:2]=[C:3]([OH:4])[c:5]1[cH:6][cH:7][c:8](-[c:11]2[cH:12][c:13]([Cl:33])[c:14]([CH2:18][CH:19]3[C:20](=[O:32])[N:21]([CH:24]4[CH2:25][CH2:26][C:27]([F:30])([F:31])[CH2:28][CH2:29]4)[CH2:22][CH2:23]3)[c:15]([Cl:17])[cH:16]2)[cH:9][cH:10]1. Reactants: O=C1C=2CC(OCC2C(C=C1)=O)(C(=O)OC)C(=O)OC (5,8-dioxo-3,3 bis (methoxycarbonyl)-5,8-dihydroisochroman), C(C)(=O)OC=CC=C (1-acetoxy-1,3 butadiene). Solvent: C1(=CC=CC=C1)C (toluene). Run at time 24 hour. The product is COC(=O)C1(CC2=C(CO1)C(C1=CC=CC=C1C2=O)=O)C(=O)OC (3,3 bis (methoxycarbonyl)-5,10-dioxo-3,4,5,10-tetrahydro-1H-naphtho-[2,3-c] pyran). As a reaction SMILES: [O:1]=[C:2]1[CH:11]=[CH:10][C:9](=[O:12])[C:8]2[CH2:7][O:6][C:5]([C:17]([O:19][CH3:20])=[O:18])([C:13]([O:15][CH3:16])=[O:14])[CH2:4][C:3]1=2.C(O[CH:25]=[CH:26][CH:27]=[CH2:28])(=O)C>C1(C)C=CC=CC=1>[CH3:20][O:19][C:17]([C:5]1([C:13]([O:15][CH3:16])=[O:14])[O:6][CH2:7][C:8]2[C:9](=[O:12])[C:10]3[C:11]([C:2](=[O:1])[C:3]=2[CH2:4]1)=[CH:28][CH:27]=[CH:26][CH:25]=3)=[O:18]. Procedure details: To a solution of 5,8-dioxo-3,3 bis (methoxycarbonyl)-5,8-dihydroisochroman (50 mg; 0.17 mmol) in toluene (4 ml) at room temperature was added 1-acetoxy-1,3 butadiene (113 μl; 1 mmol). The resulting mixture was stirred at room temperature for 24 hours. Air was then bubbled through for 30 minutes and the mixture was concentrated to a volume of ~1 ml and applied to silica gel column. Elution with 30% ethyl acetate in hexane afforded pure title compound (20 mg; 34%) as a yellow solid; m.p.: 210°-222... Reactants: [C@@H](C)(CC)NC=1C(=NC2=CC=C(C=C2N1)C(=O)OC)C1=CC=CC=C1 ((R)-methyl 3-(sec-butylamino)-2-phenylquinoxaline-6-carboxylate), [H-].[Na+] (sodium hydride), CI (CH3I). Run in O1CCCC1 (tetrahydrofuran), O1CCCC1 (tetrahydrofuran). Conditions: time 1 hour. Product: [C@@H](C)(CC)N(C=1C(=NC2=CC=C(C=C2N1)C(=O)O)C1=CC=CC=C1)C ((R)-3-(sec-butyl(methyl)amino)-2-phenylquinoxaline-6-carboxylic acid). RXN SMILES: [C@H:1]([NH:5][C:6]1[C:7]([C:20]2[CH:25]=[CH:24][CH:23]=[CH:22][CH:21]=2)=[N:8][C:9]2[C:14]([N:15]=1)=[CH:13][C:12]([C:16]([O:18]C)=[O:17])=[CH:11][CH:10]=2)([CH2:3][CH3:4])[CH3:2].[H-].[Na+].[CH3:28]I>O1CCCC1>[C@H:1]([N:5]([CH3:28])[C:6]1[C:7]([C:20]2[CH:25]=[CH:24][CH:23]=[CH:22][CH:21]=2)=[N:8][C:9]2[C:14]([N:15]=1)=[CH:13][C:12]([C:16]([OH:18])=[O:17])=[CH:11][CH:10]=2)([CH2:3][CH3:4])[CH3:2] |f:1.2|. Reported procedure: Into a 50-mL round-bottom flask purged and maintained with an inert atmosphere of nitrogen, was placed a solution of (R)-methyl 3-(sec-butylamino)-2-phenylquinoxaline-6-carboxylate (110 mg, 0.33 mmol, 1.00 equiv) in tetrahydrofuran (9 mL). sodium hydride (132 mg, 3.3 mmol, 10.00 equiv, 60%) was added. The resulting solution was stirred for 1 h at room temperature. This was followed by the dropwise addition of a solution of CH3I (922.5 mg, 6.50 mmol, 20.00 equiv) in tetrahydrofuran (2 mL) with st... Reactants: dimethyl acetal, ClC(C=O)COC (2-chloro-3-methoxypropionaldehyde), C(C#C)N (Propargylamine). Solvent: C1(=CC=CC=C1)C (toluene). Run at time 15 minute. Yields the product dimethyl acetal, C(C#C)NC(C=O)COC (2-propargylamino-3-methoxypropionaldehyde). As a reaction SMILES: Cl[CH:2]([CH2:5][O:6][CH3:7])[CH:3]=[O:4].[CH2:8]([NH2:11])[C:9]#[CH:10]>C1(C)C=CC=CC=1>[CH2:8]([NH:11][CH:2]([CH2:5][O:6][CH3:7])[CH:3]=[O:4])[C:9]#[CH:10]. Procedure: The dimethyl acetal of 2-chloro-3-methoxypropionaldehyde (0.1 mole) and toluene (75 ml) are charged into a glass reaction vessel equipped with a mechanical stirrer, thermometer and reflux condenser. Propargylamine (0.22 mole) is added to the reaction mixture with stirring at room temperature. Stirring is continued for a period of about 15 minutes. After this time the reaction mixture is heated at reflux for a period of about 1 hour. The reaction mixture is then cooled to room temperature and fil...